This data is from the Open Reaction Database (ORD), a public repository of structured organic reaction records. The task is: describe an organic reaction: reactants, conditions, products, and yield As a reaction SMILES: [CH:1]([CH:4]([CH2:10][CH2:11][C:12](=[O:14])[CH3:13])[CH:5]=[CH:6][C:7](=[O:9])[CH3:8])([CH3:3])[CH3:2].C>C(OCC)(=O)C.[Pd]>[CH:1]([CH:4]([CH2:5][CH2:6][C:7](=[O:9])[CH3:8])[CH2:10][CH2:11][C:12](=[O:14])[CH3:13])([CH3:3])[CH3:2]. Run in C(C)(=O)OCC (ethyl acetate). Reagents/catalysts: [Pd] (palladium). Yields the product C(C)(C)C(CCC(C)=O)CCC(C)=O (5-ISOPROPYL-NONANE-2,8-DIONE). Starting materials: C(C)(C)C(C=CC(C)=O)CCC(C)=O (5-isopropyl-non-3-ene-2,8-dione), C (charcoal). Procedure: 1.96 g (10 mM) of 5-isopropyl-non-3-ene-2,8-dione, prepared according to the method described in paragraph a) of example 2, in 20 ml of ethyl acetate were reduced by catalytic hydrogenation in the presence of 0.196 g of palladium at 10 % over charcoal. After filtration and evaporation of the volatile portions, a residue was obtained which by fractional distillation gave 1.77 g (89 %), of the desired dione;